From a dataset of the Open Reaction Database (ORD), a public repository of structured organic reaction records. describe an organic reaction: reactants, conditions, products, and yield Starting materials: C(C)(C)(C)OC(=O)N(CCC(=O)OCC)CC=C (ethyl N-(tert-butoxycarbonyl)-3-(2-propenylamino)propionate), [Li+].[OH-] (LiOH), OS(=O)(=O)[O-].[K+] (KHSO4). The solvent is CO (methanol). Reaction conditions: time 8 hour. Yields the product C(C)(C)(C)OC(=O)N(CCC(=O)O)CC=C (N-(tert-butoxycarbonyl)-3-(2-propenylamino)propionic acid). The yield is 89.7%. Reaction SMILES: [C:1]([O:5][C:6]([N:8]([CH2:16][CH:17]=[CH2:18])[CH2:9][CH2:10][C:11]([O:13]CC)=[O:12])=[O:7])([CH3:4])([CH3:3])[CH3:2].[Li+].[OH-].OS([O-])(=O)=O.[K+]>CO>[C:1]([O:5][C:6]([N:8]([CH2:16][CH:17]=[CH2:18])[CH2:9][CH2:10][C:11]([OH:13])=[O:12])=[O:7])([CH3:4])([CH3:3])[CH3:2] |f:1.2,3.4|. Procedure: To a solution of ethyl N-(tert-butoxycarbonyl)-3-(2-propenylamino)propionate (1.0 g, 3.89 mmol) in methanol (10 mL) was added 1N aqueous LiOH solution (5.0 mL). After stirring overnight, the mixture was acidified to pH 2.5 with 20% aqueous KHSO4 solution, and extracted with ethyl acetate. The extract was dried over Na2SO4, and evaporated in vacuo to give N-(tert-butoxycarbonyl)-3-(2-propenylamino)propionic acid (0.8 g, 3.49 mmol, 89.7%) as a colourless oil. RXN SMILES: C(O[C:6]([N:8](C)[CH2:9][CH:10]([OH:15])[C:11]([O:13][CH3:14])=[O:12])=O)(C)(C)C.[ClH:17].C(OCC)(=O)C>>[ClH:17].[OH:15][CH:10]([CH2:9][NH:8][CH3:6])[C:11]([O:13][CH3:14])=[O:12] |f:1.2,3.4|. The reactants are C(C)(C)(C)OC(=O)N(CC(C(=O)OC)O)C (methyl 3-[(tert-butoxycarbonyl)(methyl)amino]-2-hydroxypropanoate), Cl.C(C)(=O)OCC (hydrochloric acid ethyl acetate). Yields the product Cl.OC(C(=O)OC)CNC (methyl 2-hydroxy-3-(methylamino)propanoate hydrochloride). Run at time 1 hour. The yield is 100.0%. Reported procedure: A mixture of methyl 3-[(tert-butoxycarbonyl)(methyl)amino]-2-hydroxypropanoate (0.2 g) and 4N hydrochloric acid-ethyl acetate (5 mL) was stirred at room temperature for 1 hr. The solvent was evaporated under reduced pressure, to give the title compound (0.1 g, 100%) as a yellow crystal. Starting materials: Cn1cc(C2CCC(=O)CC2)c2cc(C#N)ccc21, CC(=O)O[BH-](OC(C)=O)OC(C)=O, COc1cc(N2CCNCC2)c2nccnc2c1, CC(=O)O, CC(Cl)Cl, [Na+]. Yields the product COc1cc(N2CCN(C3CCC(c4cn(C)c5ccc(C#N)cc45)CC3)CC2)c2nccnc2c1. Reaction SMILES: [C:19](#[N:20])[c:21]1[cH:22][c:23]2[c:24]([CH:31]3[CH2:32][CH2:33][C:34](=[O:37])[CH2:35][CH2:36]3)[cH:25][n:26]([CH3:30])[c:27]2[cH:28][cH:29]1.[C:38]([O:39][BH-:40]([O:41][C:42](=[O:43])[CH3:44])[O:45][C:46](=[O:47])[CH3:48])(=[O:49])[CH3:50].[CH3:1][O:2][c:3]1[cH:4][c:5]([N:13]2[CH2:14][CH2:15][NH:16][CH2:17][CH2:18]2)[c:6]2[n:7][cH:8][cH:9][n:10][c:11]2[cH:12]1.[CH3:52][C:53](=[O:54])[OH:55].[Cl:56][CH:57]([Cl:58])[CH3:59].[Na+:51]>>[CH3:1][O:2][c:3]1[cH:4][c:5]([N:13]2[CH2:14][CH2:15][N:16]([CH:34]3[CH2:33][CH2:32][CH:31]([c:24]4[c:23]5[cH:22][c:21]([C:19]#[N:20])[cH:29][cH:28][c:27]5[n:26]([CH3:30])[cH:25]4)[CH2:36][CH2:35]3)[CH2:17][CH2:18]2)[c:6]2[n:7][cH:8][cH:9][n:10][c:11]2[cH:12]1. The yield is 65.0%. Starting materials: C1(CCCCC1)N=C=NC1CCCCC1 (1,3-dicyclohexylcarbodiimide), C1=CC=C(C=C1)NC2=CC=C(C=C2)N (4-aminodiphenylamine), intermediate 3.2, OC1=CC=CC=2NN=NC21 (hydroxybenzotriazole). Procedure: 1.65 g (8.98 mmol) of 4-aminodiphenylamine, 1.77 g (8.98 mmol) of intermediate 3.2 and 1.27 g (9.42 mmol) of hydroxybenzotriazole are dissolved in 40 ml of THF in a 100 ml flask, under a nitrogen atmosphere. When all have dissolved, 1.94 g (9.42 mmol) of 1,3-dicyclohexylcarbodiimide is added and the reaction medium is left under agitation for 15 hours. The precipitate of dicyclohexylurea formed is filtered and rinsed with ethyl acetate. The filtrate is evaporated under vacuum and the evaporation... The product is C(=O)(NC1CCCCC1)NC1CCCCC1 (dicyclohexylurea). Run in C1CCOC1 (THF). Reaction SMILES: C1C=CC(NC2C=CC(N)=CC=2)=CC=1.[OH:15]C1C2N=NNC=2C=CC=1.[CH:25]1([N:31]=[C:32]=[N:33][CH:34]2[CH2:39][CH2:38][CH2:37][CH2:36][CH2:35]2)[CH2:30][CH2:29][CH2:28][CH2:27][CH2:26]1>C1COCC1>[C:32]([NH:31][CH:25]1[CH2:26][CH2:27][CH2:28][CH2:29][CH2:30]1)([NH:33][CH:34]1[CH2:39][CH2:38][CH2:37][CH2:36][CH2:35]1)=[O:15]. Conditions: time 15 hour. Reactants: S(O)(O)(=O)=O (sulfuric acid), CC(CC)(C#CC(CC)(O)C)O (3,6-dimethyl-oct-4-yne-3,6-diol). The reagents and catalysts are C(C)(=O)[O-].[Hg+2].C(C)(=O)[O-] (mercury (II) acetate). Solvent: O (water). Reaction conditions: temperature 80 celsius. The product is C(C)C1(OC(CC1=O)(C)CC)C (2,5-diethyl-2,5-di-methyldihydrofuran-3-one). Yield: 435.1%. RXN SMILES: S(=O)(=O)(O)[OH:2].[CH3:6][C:7]([OH:17])([C:10]#[C:11][C:12]([CH3:16])(O)[CH2:13][CH3:14])[CH2:8][CH3:9]>C([O-])(=O)C.[Hg+2].C([O-])(=O)C.O>[CH2:8]([C:7]1([CH3:6])[C:10](=[O:2])[CH2:11][C:12]([CH2:13][CH3:14])([CH3:16])[O:17]1)[CH3:9] |f:2.3.4|. Procedure details: A mixture of mercury (II) acetate (2.7 g, 0.0084 mol), sulfuric acid (2.7 ml, 0.027 mol), water (270 ml) and 3,6-dimethyl-oct-4-yne-3,6-diol (27.0 g, 0.159 mol) is heated at 80° C. The reaction mixture is maintained at 80° C. for 4 hours and allowed to cool to ambient temperature. The mixture is extracted with diethyl ether (3×150 ml), the organic phases are combined, washed with water, and dried over anhydrous sodium sulfate. The mixture is filtered and the filtrate is evaporated under reduced ...